Dataset: the Open Reaction Database (ORD), a public repository of structured organic reaction records. Task: describe an organic reaction: reactants, conditions, products, and yield Reactants: Cl.C(C)ON=CC1=CC=C(C=C1)C=CC=CC(=O)OCC (ethyl 5-[4-{(1-ethoxy)iminomethyl}phenyl]-2,4-pentadienoate hydrochloride), N (ammonia). The solvent is C(C)O (ethanol), C(C)O (ethanol). Product: Cl.C(N)(=N)C1=CC=C(C=C1)C=CC=CC(=O)OCC (ethyl 5-(4-amidinophenyl)-2,4-pentadienoate hydrochloride). RXN SMILES: [ClH:1].C(O[N:5]=[CH:6][C:7]1[CH:12]=[CH:11][C:10]([CH:13]=[CH:14][CH:15]=[CH:16][C:17]([O:19][CH2:20][CH3:21])=[O:18])=[CH:9][CH:8]=1)C.[NH3:22]>C(O)C>[ClH:1].[C:6]([C:7]1[CH:12]=[CH:11][C:10]([CH:13]=[CH:14][CH:15]=[CH:16][C:17]([O:19][CH2:20][CH3:21])=[O:18])=[CH:9][CH:8]=1)(=[NH:5])[NH2:22] |f:0.1,4.5|. Reported procedure: To a mixture of ethyl 5-[4-{(1-ethoxy)iminomethyl}phenyl]-2,4-pentadienoate hydrochloride (22.00 g) in ethanol (220 ml) was poured 9N-ethanol solution of ammonia (19.7 ml) and refluxed for 15 hours. After cooled to room temperature, the reaction mixture was evaporated in vacuo, and the resulting precipitate was washed with diisopropyl ether to give ethyl 5-(4-amidinophenyl)-2,4-pentadienoate hydrochloride (20.15 g). Starting materials: ClC(C(=O)C1=CC=C2CN(C3=C(CN21)C=CC=C3)C(=O)C3=CC(=C(C=C3)C3=C(C=CC=C3)C)C)(Cl)Cl (2,2,2-Trichloro-1-{10-[(2,2′-dimethyl-1,1′-biphenyl-4-yl)carbonyl]-10,11-dihydro-5H-pyrrolo[2,1-c][1,4]benzodiazepin-3-yl}ethanone), CC(CCC1=CC=CC=C1)N (1-methyl-3-phenylpropylamine). The product is CC1=C(C=CC(=C1)C(=O)N1CC=2N(CC3=C1C=CC=C3)C(=CC2)C(=O)NC(CCC2=CC=CC=C2)C)C2=C(C=CC=C2)C (10-[(2,2′-DIMETHYL-1,1′-BIPHENYL-4-YL)CARBONYL]-N-(1-METHYL-3-PHENYLPROPYL)-10,11-DIHYDRO-5H-PYRROLO[2,1-C][1,4]BENZODIAZEPINE-3-CARBOXAMIDE). RXN SMILES: ClC(Cl)(Cl)[C:3]([C:5]1[N:14]2[C:8]([CH2:9][N:10]([C:19]([C:21]3[CH:26]=[CH:25][C:24]([C:27]4[CH:32]=[CH:31][CH:30]=[CH:29][C:28]=4[CH3:33])=[C:23]([CH3:34])[CH:22]=3)=[O:20])[C:11]3[CH:18]=[CH:17][CH:16]=[CH:15][C:12]=3[CH2:13]2)=[CH:7][CH:6]=1)=[O:4].[CH3:37][CH:38]([NH2:47])[CH2:39][CH2:40][C:41]1[CH:46]=[CH:45][CH:44]=[CH:43][CH:42]=1>>[CH3:34][C:23]1[CH:22]=[C:21]([C:19]([N:10]2[C:11]3[CH:18]=[CH:17][CH:16]=[CH:15][C:12]=3[CH2:13][N:14]3[C:5]([C:3]([NH:47][CH:38]([CH3:37])[CH2:39][CH2:40][C:41]4[CH:46]=[CH:45][CH:44]=[CH:43][CH:42]=4)=[O:4])=[CH:6][CH:7]=[C:8]3[CH2:9]2)=[O:20])[CH:26]=[CH:25][C:24]=1[C:27]1[CH:32]=[CH:31][CH:30]=[CH:29][C:28]=1[CH3:33]. Procedure details: The title compound was synthesized in the manner of Example 13 from 2,2,2-trichloro-1-{10-[(2,2′-dimethyl-1,1′-biphenyl-4-yl)carbonyl]-10,11-dihydro-5H-pyrrolo[2,1-c][1,4]benzodiazepin-3-yl}ethanone of Example 6 and 1-methyl-3-phenylpropylamine, m.p. 152-154° C. MS [(+)ESI, m/z]: 566 [M+H]+ Anal. Calcd for C36H37N3O2: C, 80.39; H, 6.57; N, 7.40. Found: C, 80.27; H, 6.70; N, 7.27. Reactants: lactone, Cl (hydrochloric acid), ClC(CCC(=O)OC)(CCCCCCCC)C (methyl 4-chloro-4-methyldodecanoate), CCOC(=O)CCC(=O)C (ethyl levulate), CC1(CCC(O1)=O)CCCCCCCC (5-methyl-5-octyltetrahydrofuran-2-one), Cl (hydrochloric acid). Solvent: CCOCC (ether). Conditions: temperature 0 celsius. Yields the product CC(CCC(=O)OC)CCCCCCCC (racemic methyl 4-methyldodecanoate). RXN SMILES: CCOC(CCC(C)=O)=O.CC1(CCCCCCCC)OC(=O)CC1.Cl.Cl[C:28]([CH3:43])([CH2:35][CH2:36][CH2:37][CH2:38][CH2:39][CH2:40][CH2:41][CH3:42])[CH2:29][CH2:30][C:31]([O:33][CH3:34])=[O:32]>CCOCC>[CH3:43][CH:28]([CH2:35][CH2:36][CH2:37][CH2:38][CH2:39][CH2:40][CH2:41][CH3:42])[CH2:29][CH2:30][C:31]([O:33][CH3:34])=[O:32]. Reported procedure: An ether solution of the Grignard compound obtained from n-chlorooctane is added dropwise, under nitrogen, to a solution of ethyl levulate in ether, cooled to 0° C. The resulting lactone, 5-methyl-5-octyltetrahydrofuran-2-one (II), is converted with methanolic hydrochloric acid to methyl 4-chloro-4-methyldodecanoate (III), which, after eliminating hydrochloric acid by heating and then carrying out hydrogenation, gives racemic methyl 4-methyldodecanoate (IV), from which 4-methyldodecanoic acid (V... Reactants: N[C@H]1CN2CCC1CC2 ((R)-3-aminoquinuclidine), CO (MeOH), TEA, N1=C(C=CC=C1)C1=CC=C(S1)C(=O)O (5-(pyridin-2-yl)-2-thiophenecarboxylic acid), C1(=CC=CC=C1)OP(=O)(OC1=CC=CC=C1)Cl (Diphenylchlorophosphate). The solvent is CN(C)C=O (DMF), C(Cl)Cl.CN(C)C=O (CH2Cl2 DMF). Conditions: time 30 minute. The product is N12C[C@@H](C(CC1)CC2)NC(=O)C=2SC(=CC2)C2=NC=CC=C2 (N-[(3R)-1-azabicyclo[2.2.2]oct-3-yl]-5-(pyridin-2-yl)-thiophene-2-carboxamide). Yield: 23.9%. Reaction SMILES: [N:1]1[CH:6]=[CH:5][CH:4]=[CH:3][C:2]=1[C:7]1[S:11][C:10]([C:12]([OH:14])=O)=[CH:9][CH:8]=1.C1(OP(Cl)(OC2C=CC=CC=2)=O)C=CC=CC=1.[NH2:32][C@@H:33]1[CH:38]2[CH2:39][CH2:40][N:35]([CH2:36][CH2:37]2)[CH2:34]1.CO>C(Cl)Cl.CN(C=O)C.CN(C=O)C>[N:35]12[CH2:40][CH2:39][CH:38]([CH2:37][CH2:36]1)[C@@H:33]([NH:32][C:12]([C:10]1[S:11][C:7]([C:2]3[CH:3]=[CH:4][CH:5]=[CH:6][N:1]=3)=[CH:8][CH:9]=1)=[O:14])[CH2:34]2 |f:4.5|. Reported procedure: TEA (50 μL, 0.35 mmol) is added to a suspension of 5-(pyridin-2-yl)-2-thiophenecarboxylic acid (72 mg, 0.35 mmol) in CH2Cl2:DMF (2:1, 1.5 mL). Diphenylchlorophosphate (62 μL, 0.3 mmol) is added and the resulting solution is stirred at room temperature for 30 minutes. A solution of (R)-3-aminoquinuclidine (1M, 0.2 mmol, 0.2 mL) in DMF is added and the resulting solution is stirred overnight at room temperature. MeOH is added and the mixture is poured through a column of AG50Wx2 ion exchange resin... Starting materials: N#Cc1c[nH]cc1-c1ccc(Cl)cc1C(=O)c1ccccc1, CC(=O)O. The product is Clc1ccc2c(c1)C(c1ccccc1)=NCc1c[nH]cc1-2. As a reaction SMILES: [C:1]([c:2]1[cH:3][cH:4][cH:5][cH:6][cH:7]1)(=[O:8])[c:9]1[c:10](-[c:16]2[c:17]([C:21]#[N:22])[cH:18][nH:19][cH:20]2)[cH:11][cH:12][c:13]([Cl:15])[cH:14]1.[CH3:23][C:24](=[O:25])[OH:26]>>[C:1]1([c:2]2[cH:3][cH:4][cH:5][cH:6][cH:7]2)=[N:22][CH2:21][c:17]2[c:16]([cH:20][nH:19][cH:18]2)-[c:10]2[c:9]1[cH:14][c:13]([Cl:15])[cH:12][cH:11]2. Starting materials: NS(=O)(=O)C1=CC=C(C(=O)N[C@@H]2[C@@H](CCCC2)NC(CNC(OCC2=CC=CC=C2)=O)=O)C=C1 (benzyl (cis)-2-[(2-{[4-(aminosulfonyl)benzoyl]amino}cyclohexyl)amino]-2-oxoethylcarbamate), Br.CC(=O)O (HBr AcOH), CCOCC (Et2O). Run at time 1 hour. Yields the product Br.NCC(=O)N[C@@H]1[C@@H](CCCC1)NC(C1=CC=C(C=C1)S(=O)(=O)N)=O (N-(cis)-{2-[(aminoacetyl)amino]cyclohexyl}-4-(aminosulfonyl)benzamide hydrogen bromide). As a reaction SMILES: [NH2:1][S:2]([C:5]1[CH:34]=[CH:33][C:8]([C:9]([NH:11][C@H:12]2[CH2:17][CH2:16][CH2:15][CH2:14][C@H:13]2[NH:18][C:19](=[O:32])[CH2:20][NH:21]C(=O)OCC2C=CC=CC=2)=[O:10])=[CH:7][CH:6]=1)(=[O:4])=[O:3].CCOCC.[BrH:40].CC(O)=O>>[BrH:40].[NH2:21][CH2:20][C:19]([NH:18][C@H:13]1[CH2:14][CH2:15][CH2:16][CH2:17][C@H:12]1[NH:11][C:9](=[O:10])[C:8]1[CH:7]=[CH:6][C:5]([S:2]([NH2:1])(=[O:4])=[O:3])=[CH:34][CH:33]=1)=[O:32] |f:2.3,4.5|. Procedure details: The material from above benzyl (cis)-2-[(2-{[4-(aminosulfonyl)benzoyl]amino}cyclohexyl)amino]-2-oxoethylcarbamate (217 mg) was dissolved in 30% HBr/AcOH (5 mL) at rt. After 1 h, Et2O was added and the solid was collected to give N-(cis)-{2-[(aminoacetyl)amino]cyclohexyl}-4-(aminosulfonyl)benzamide hydrogen bromide. MS found: (M+H)+=355.2. Starting materials: C(CC(O)(C(=O)O)CC(=O)O)(=O)O (citric acid), COC=1C=CC=CC1OCCNCC(COC=2C=CC=C3C2C=4C=CC=CC4N3)O (carvedilol). Run in glass. Run at time 15 minute. Yields the product citrate salt, COC=1C=CC=CC1OCCNCC(COC=2C=CC=C3C2C=4C=CC=CC4N3)O.C(CC(O)(C(=O)O)CC(=O)O)(=O)O (carvedilol citric acid). Reaction SMILES: [C:1]([OH:13])(=[O:12])[CH2:2][C:3]([CH2:8][C:9]([OH:11])=[O:10])([C:5]([OH:7])=[O:6])[OH:4].[CH3:14][O:15][C:16]1[CH:17]=[CH:18][CH:19]=[CH:20][C:21]=1[O:22][CH2:23][CH2:24][NH:25][CH2:26][CH:27]([OH:43])[CH2:28][O:29][C:30]1[CH:31]=[CH:32][CH:33]=[C:34]2[NH:42][C:41]3[CH:40]=[CH:39][CH:38]=[CH:37][C:36]=3[C:35]=12>>[CH3:14][O:15][C:16]1[CH:17]=[CH:18][CH:19]=[CH:20][C:21]=1[O:22][CH2:23][CH2:24][NH:25][CH2:26][CH:27]([OH:43])[CH2:28][O:29][C:30]1[CH:31]=[CH:32][CH:33]=[C:34]2[NH:42][C:41]3[CH:40]=[CH:39][CH:38]=[CH:37][C:36]=3[C:35]=12.[C:1]([OH:13])(=[O:12])[CH2:2][C:3]([CH2:8][C:9]([OH:11])=[O:10])([C:5]([OH:7])=[O:6])[OH:4] |f:2.3|. Reported procedure: In a 150 mL glass beaker, 100 gram of 20% w/w citric acid solution was prepared and 2.2 gram of carvedilol was added. The solution became slightly brownish after 15 minutes stirring, with only a little solid sticking on the bottom of the beaker. The beaker was then placed in a fume hood for evaporation. After staying in the hood overnight, large single crystals appeared in the beaker. The solid crystals were isolated and dried in a desiccator under vacuum. Similarly single crystals of citrate sa... The reactants are Cc1ccccc1, O=C(O)CCCCC(O)CCCl, O, O=S(Cl)Cl, c1ccncc1. The product is O=C(O)CCCCC(Cl)CCCl. RXN SMILES: [CH3:24][c:25]1[cH:26][cH:27][cH:28][cH:29][cH:30]1.[Cl:1][CH2:2][CH2:3][CH:4]([CH2:5][CH2:6][CH2:7][CH2:8][C:9](=[O:10])[OH:11])[OH:12].[OH2:23].[S:19]([Cl:20])([Cl:21])=[O:22].[cH:13]1[cH:14][cH:15][n:16][cH:17][cH:18]1>>[Cl:1][CH2:2][CH2:3][CH:4]([CH2:5][CH2:6][CH2:7][CH2:8][C:9](=[O:10])[OH:11])[Cl:21].